Dataset: the Open Reaction Database (ORD), a public repository of structured organic reaction records. Task: describe an organic reaction: reactants, conditions, products, and yield Reactants: FC=1C(=C(C(=O)N(C)C)C=C(C1)C=1C=C2C(=NC1)N(C=C2C2=C(C=CC=C2)OC)S(=O)(=O)C2=CC=C(C=C2)C)NCC2=CC=NC=C2 (3-Fluoro-5-[3-(2-methoxy-phenyl)-1-(toluene-4-sulfonyl)-1H-pyrrolo[2,3-b]pyridin-5-yl]-N,N-dimethyl-2-[(pyridin-4-ylmethyl)-amino]-benzamide), [OH-].[K+] (potassium hydroxide). The solvent is O1CCCC1 (tetrahydrofuran), CO (methanol). Conditions: time 1 hour. Product: FC=1C(=C(C(=O)N(C)C)C=C(C1)C=1C=C2C(=NC1)NC=C2C2=C(C=CC=C2)OC)NCC2=CC=NC=C2 (3-fluoro-5-[3-(2-methoxy-phenyl)-1H-pyrrolo[2,3-b]pyridin-5-yl]-N,N-dimethyl-2-[(pyridin-4-ylmethyl)-amino]-benzamide). As a reaction SMILES: [F:1][C:2]1[C:3]([NH:40][CH2:41][C:42]2[CH:47]=[CH:46][N:45]=[CH:44][CH:43]=2)=[C:4]([CH:10]=[C:11]([C:13]2[CH:14]=[C:15]3[C:21]([C:22]4[CH:27]=[CH:26][CH:25]=[CH:24][C:23]=4[O:28][CH3:29])=[CH:20][N:19](S(C4C=CC(C)=CC=4)(=O)=O)[C:16]3=[N:17][CH:18]=2)[CH:12]=1)[C:5]([N:7]([CH3:9])[CH3:8])=[O:6].[OH-].[K+]>O1CCCC1.CO>[F:1][C:2]1[C:3]([NH:40][CH2:41][C:42]2[CH:43]=[CH:44][N:45]=[CH:46][CH:47]=2)=[C:4]([CH:10]=[C:11]([C:13]2[CH:14]=[C:15]3[C:21]([C:22]4[CH:27]=[CH:26][CH:25]=[CH:24][C:23]=4[O:28][CH3:29])=[CH:20][NH:19][C:16]3=[N:17][CH:18]=2)[CH:12]=1)[C:5]([N:7]([CH3:9])[CH3:8])=[O:6] |f:1.2|. Procedure details: 3-Fluoro-5-[3-(2-methoxy-phenyl)-1-(toluene-4-sulfonyl)-1H-pyrrolo[2,3-b]pyridin-5-yl]-N,N-dimethyl-2-[(pyridin-4-ylmethyl)-amino]-benzamide was dissolved in a mixture of tetrahydrofuran and methanol. A solution of aqueous potassium hydroxide (50% w/v) was added to the reaction mixture, and the combined mixture was allowed to stir for 1 hour at room temperature. The reaction mixture was quenched with sodium bicarbonate solution, and extracted with dichloromethane. The organic layer was dried ove... As a reaction SMILES: O=C[C@@H]([C@H]([C@@H]([C@@H](CO)O)O)O)O.[CH2:13]([NH:15][CH2:16][C@@H:17]([C@H:19]([C@@H:21]([C@@H:23]([CH2:25][OH:26])[OH:24])[OH:22])[OH:20])[OH:18])[CH3:14]>>[CH2:13]([NH:15][CH2:16][C@@H:17]1[O:18][C@:23]([OH:24])([CH2:25][OH:26])[C@@H:21]([OH:22])[C@@H:19]1[OH:20])[CH3:14]. Procedure details: The process of claim 1 in which D-glucose is aminated to N-ethyl glucamine which in turn is oxidized to produce 6-ethylamino-6-deoxy-α-L-sorbofuranose which is reduced to produce N-ethyl-1-deoxynojirimycin. The reactants are O=C[C@H](O)[C@@H](O)[C@H](O)[C@H](O)CO (D-glucose), C(C)NC[C@H](O)[C@@H](O)[C@H](O)[C@H](O)CO (N-ethyl glucamine). Yields the product C(C)NC[C@H]1[C@H]([C@@H]([C@](CO)(O)O1)O)O (6-ethylamino-6-deoxy-α-L-sorbofuranose). Run in CCOCC (ether). Yields the product Cl.BrC1=CC(=C(OCC2CN(CCC2)C)C(=C1)C)C (3-(4-bromo-2,6-dimethylphenoxymethyl)-1-methylpiperidine hydrochloride). Reactants: BrC1=CC(=C(OCC2CN(CCC2)C)C(=C1)C)C (3-(4-bromo-2,6-dimethylphenoxymethyl)-1-methylpiperidine), Cl (hydrochloric acid). Reported procedure: The 3-(4-bromo-2,6-dimethylphenoxymethyl)-1-methylpiperidine was treated with 1N hydrochloric acid in ether, and the precipitated salt was recrystallized from acetonitrile/tert-butyl methyl ether to yield 3-(4-bromo-2,6-dimethylphenoxymethyl)-1-methylpiperidine hydrochloride, m.p. 180.9-183.5° C. Reaction SMILES: [Br:1][C:2]1[CH:16]=[C:15]([CH3:17])[C:5]([O:6][CH2:7][CH:8]2[CH2:13][CH2:12][CH2:11][N:10]([CH3:14])[CH2:9]2)=[C:4]([CH3:18])[CH:3]=1.[ClH:19]>CCOCC>[ClH:19].[Br:1][C:2]1[CH:16]=[C:15]([CH3:17])[C:5]([O:6][CH2:7][CH:8]2[CH2:13][CH2:12][CH2:11][N:10]([CH3:14])[CH2:9]2)=[C:4]([CH3:18])[CH:3]=1 |f:3.4|. The reactants are NCCSCC1=NC=CC=C1OC (2-[2-aminoethylthiomethyl]-3-methoxypyridine), N-benzoyl dimethyldithioimidocarbonate, C(C1=CC=CC=C1)(=O)NC(=N)N (benzoylguanidine), CN (methylamine), Cl (hydrochloric acid). Solvent: C(C)O (ethanol), C(C)O (ethanol), C(C)O (ethanol). Run at time 8 hour. The product is CNC(=N)NCCSCC1=NC=CC=C1OC (N-methyl-N'-[2-(3-methoxy-2-pyridylmethylthio)ethyl]guanidine). As a reaction SMILES: [NH2:1][CH2:2][CH2:3][S:4][CH2:5][C:6]1[C:11]([O:12][CH3:13])=[CH:10][CH:9]=[CH:8][N:7]=1.CN.[C:16]([NH:24][C:25](N)=[NH:26])(=O)C1C=CC=CC=1.Cl>C(O)C>[CH3:16][NH:24][C:25]([NH:1][CH2:2][CH2:3][S:4][CH2:5][C:6]1[C:11]([O:12][CH3:13])=[CH:10][CH:9]=[CH:8][N:7]=1)=[NH:26]. Procedure details: A solution of 2-[2-aminoethylthiomethyl]-3-methoxypyridine in ethanol is added to a stirred solution of N-benzoyl dimethyldithioimidocarbonate in ethanol and the mixture is stirred overnight at room temperature. The purified product is treated with methylamine in ethanol and the resultant benzoylguanidine is hydrolysed by refluxing with aqueous hydrochloric acid to give N-methyl-N'-[2-(3-methoxy-2-pyridylmethylthio)ethyl]guanidine. The reactants are O1CCNC2=C1C=CC=C2 (3,4-dihydro-2H-1,4-benzoxazine), C(C)OC(=O)C(C(=O)OCC)C(=O)OCC (tri(ethoxycarbonyl)methane). Reaction conditions: temperature 200 celsius, time 1 hour. Product: C(C)OC(=O)C1=C(C=2C=CC=C3C2N(CCO3)C1=O)O (2,3-dihydro-6-ethoxycarbonyl-7-hydroxy-5-oxo-5H-pyrido[1,2,3-de]-1,4-benzoxazine). As a reaction SMILES: [O:1]1[C:6]2[CH:7]=[CH:8][CH:9]=[CH:10][C:5]=2[NH:4][CH2:3][CH2:2]1.[CH2:11]([O:13][C:14]([CH:16]([C:22](OCC)=[O:23])[C:17](OCC)=[O:18])=[O:15])[CH3:12]>>[CH2:11]([O:13][C:14]([C:16]1[C:17](=[O:18])[N:4]2[CH2:3][CH2:2][O:1][C:6]3[C:5]2=[C:10]([CH:9]=[CH:8][CH:7]=3)[C:22]=1[OH:23])=[O:15])[CH3:12]. Procedure: A mixture of 3,4-dihydro-2H-1,4-benzoxazine (6 g) and tri(ethoxycarbonyl)methane (9.4 ml) was stirred at 150° C. for 1 hour and at 200° C. for 1 hour. The mixture was cooled and the solid was washed with ether to give pale brown crystals of 2,3-dihydro-6-ethoxycarbonyl-7-hydroxy-5-oxo-5H-pyrido[1,2,3-de]-1,4-benzoxazine (9.6 g). The reactants are CC1=C(N=C(O1)C1=CC=CC=C1)COC1=CC=C(C=O)C=C1 (4-(5-methyl-2-phenyl-4-oxazolylmethoxy)benzaldehyde), O1CCCC1 (tetrahydrofuran), [BH4-].[Na+] (sodium borohydride), O (water). Solvent: CO (methanol). Run at time 30 minute. The product is CC1=C(N=C(O1)C1=CC=CC=C1)COC1=CC=C(CO)C=C1 (4-(5-methyl-2-phenyl-4-oxazolylmethoxy)benzylalcohol). Isolated yield 97.6%. As a reaction SMILES: [CH3:1][C:2]1[O:6][C:5]([C:7]2[CH:12]=[CH:11][CH:10]=[CH:9][CH:8]=2)=[N:4][C:3]=1[CH2:13][O:14][C:15]1[CH:22]=[CH:21][C:18]([CH:19]=[O:20])=[CH:17][CH:16]=1.O1CCCC1.[BH4-].[Na+].O>CO>[CH3:1][C:2]1[O:6][C:5]([C:7]2[CH:8]=[CH:9][CH:10]=[CH:11][CH:12]=2)=[N:4][C:3]=1[CH2:13][O:14][C:15]1[CH:16]=[CH:17][C:18]([CH2:19][OH:20])=[CH:21][CH:22]=1 |f:2.3|. Procedure details: To a solution of 4-(5-methyl-2-phenyl-4-oxazolylmethoxy)benzaldehyde (33.42 g) in methanol (150 ml)-tetrahydrofuran (30 ml), sodium borohydride (4.31 g) was added in portions at 0° C. After stirring for 30 minutes at room temperature, water was added to the reaction mixture and the mixture was stirred for 1 hour. The crystals of 4-(5-methyl-2-phenyl-4-oxazolylmethoxy)benzylalcohol (32.85 g, yield 98%) was were isolated by filtration. Recrystallization from ethyl acetate-diethylether gave pale ye... The reactants are CO, COC(=O)c1ccc([N+](=O)[O-])cc1S(=O)(=O)N(C)C, Cl, [Li+], [OH-], O, O. Yields the product CN(C)S(=O)(=O)c1cc([N+](=O)[O-])ccc1C(=O)O. RXN SMILES: [CH3:24][OH:25].[CH3:4][N:5]([S:6](=[O:7])(=[O:8])[c:9]1[c:10]([C:18](=[O:19])[O:20][CH3:21])[cH:11][cH:12][c:13]([N+:15](=[O:16])[O-:17])[cH:14]1)[CH3:22].[ClH:23].[Li+:3].[OH-:2].[OH2:1].[OH2:26]>>[CH3:4][N:5]([S:6](=[O:7])(=[O:8])[c:9]1[c:10]([C:18](=[O:19])[OH:20])[cH:11][cH:12][c:13]([N+:15](=[O:16])[O-:17])[cH:14]1)[CH3:22].